The task is: describe an organic reaction: reactants, conditions, products, and yield. This data is from the Open Reaction Database (ORD), a public repository of structured organic reaction records. The reactants are OC(CC(=O)C1C(C=CCC1(C)C)C)C (3-hydroxy-1-(2,6,6-trimethyl-3-cyclohexen-1-yl)-1-butanone), N1=CC=CC=C1 (pyridine), ClC(=O)OCC (ethyl chloroformate), Cl (HCl). Conditions: time 36 hour. Yields the product C(OCC)(OC(CC(C1C(C=CCC1(C)C)C)=O)C)=O (Ethyl 1-methyl-3-oxo-3-(2,6,6-trimethyl-3-cyclohexen-1-yl)propyl Carbonate). As a reaction SMILES: [OH:1][CH:2]([CH3:15])[CH2:3][C:4]([CH:6]1[C:11]([CH3:13])([CH3:12])[CH2:10][CH:9]=[CH:8][CH:7]1[CH3:14])=[O:5].N1C=CC=CC=1.Cl[C:23]([O:25][CH2:26][CH3:27])=[O:24].Cl>>[C:23](=[O:24])([O:1][CH:2]([CH3:15])[CH2:3][C:4](=[O:5])[CH:6]1[C:11]([CH3:13])([CH3:12])[CH2:10][CH:9]=[CH:8][CH:7]1[CH3:14])[O:25][CH2:26][CH3:27]. Procedure: A solution of 3-hydroxy-1-(2,6,6-trimethyl-3-cyclohexen-1-yl)-1-butanone (8.0 mmol) in pyridine (1.85 g, 23.4 mmol) was treated at 0° C. with ethyl chloroformate (1.24 g, 23.4 mmol). The reaction solution was stirred at room temperature for 36 hours, treated with 5% aqueous HCl and extracted twice with ether, washed (H2O, saturated aqueous NaHCO3, then brine), dried over Na2SO4 and concentrated. The oil (2.38 g) was purified by flash-chromatography (cyclohexane/AcOEt=98:2), using SiO2 (100 g). Y... Reactants: COC1=CC=C(CN2N=C(C=3C2=NC=CC3OC3=CC(=C(C=C3F)N)Cl)I)C=C1 (4-(1-(4-methoxybenzyl)-3-iodo-1H-pyrazolo[3,4-b]pyridin-4-yloxy)-2-chloro-5-fluorobenzenamine), NC1CCN(CC1)C (4-amino-1-methylpiperidine), Cu(I)I, C(=O)([O-])[O-].[K+].[K+] (K2CO3), N1[C@H](C(=O)O)CCC1 (L-proline). Run in C(Cl)Cl (CH2Cl2), O (water), CS(=O)C (DMSO). Reaction conditions: temperature 100 celsius. Yields the product COC1=CC=C(CN2N=C(C=3C2=NC=CC3OC3=C(C=C(C(=C3)Cl)N)F)NC3CCN(CC3)C)C=C1 (1-(4-methoxybenzyl)-4-(4-amino-5-chloro-2-fluorophenoxy)-N-(1-methylpiperidin-4-yl)-1H-pyrazolo[3,4-b]pyridin-3-amine). The yield is 66.9%. Reaction SMILES: [CH3:1][O:2][C:3]1[CH:29]=[CH:28][C:6]([CH2:7][N:8]2[C:12]3=[N:13][CH:14]=[CH:15][C:16]([O:17][C:18]4[C:23]([F:24])=[CH:22][C:21]([NH2:25])=[C:20]([Cl:26])[CH:19]=4)=[C:11]3[C:10](I)=[N:9]2)=[CH:5][CH:4]=1.[NH2:30][CH:31]1[CH2:36][CH2:35][N:34]([CH3:37])[CH2:33][CH2:32]1.C([O-])([O-])=O.[K+].[K+].N1CCC[C@H]1C(O)=O>CS(C)=O.C(Cl)Cl.O>[CH3:1][O:2][C:3]1[CH:29]=[CH:28][C:6]([CH2:7][N:8]2[C:12]3=[N:13][CH:14]=[CH:15][C:16]([O:17][C:18]4[CH:19]=[C:20]([Cl:26])[C:21]([NH2:25])=[CH:22][C:23]=4[F:24])=[C:11]3[C:10]([NH:30][CH:31]3[CH2:36][CH2:35][N:34]([CH3:37])[CH2:33][CH2:32]3)=[N:9]2)=[CH:5][CH:4]=1 |f:2.3.4|. Reported procedure: 4-(1-(4-methoxybenzyl)-3-iodo-1H-pyrazolo[3,4-b]pyridin-4-yloxy)-2-chloro-5-fluorobenzenamine (200 mg, 0.38 mmol) was added into a suspension of 4-amino-1-methylpiperidine (131 mg, 1.14 mmol), Cu(I)I (14.5 mg, 0.0762 mmol), K2CO3 (263 mg, 1.91 mmol) and L-proline (17.6 mg, 0.152 mmol) in DMSO (6 mL) and the reaction mixture was heated at 100° C. for 12 hours. The reaction with diluted with CH2Cl2 and water (10 mL) was added. The organic layer was then washed with water (10 mL), brine, dried over... The reactants are CC1=CC(=C(NC(C(=O)Cl)C)C(=C1)[N+](=O)[O-])[N+](=O)[O-] (2-(4-methyl-2,6-dinitroanilino)propionyl chloride), Cl.CNO (N-methylhydroxylamine hydrochloride), C(C)(=O)[O-].[Na+] (sodium acetate). The solvent is C(Cl)Cl (methylene chloride), O (water). Run at time 2 hour. Yields the product CN(O)C(C(C)NC1=C(C=C(C=C1[N+](=O)[O-])C)[N+](=O)[O-])=O (N-methyl-2-(4-methyl-2,6-dinitroanilino)propionohydroxamic acid). Reaction SMILES: [CH3:1][C:2]1[CH:13]=[C:12]([N+:14]([O-:16])=[O:15])[C:5]([NH:6][CH:7]([CH3:11])[C:8](Cl)=[O:9])=[C:4]([N+:17]([O-:19])=[O:18])[CH:3]=1.Cl.[CH3:21][NH:22][OH:23].C([O-])(=O)C.[Na+]>C(Cl)Cl.O>[CH3:21][N:22]([C:8](=[O:9])[CH:7]([NH:6][C:5]1[C:12]([N+:14]([O-:16])=[O:15])=[CH:13][C:2]([CH3:1])=[CH:3][C:4]=1[N+:17]([O-:19])=[O:18])[CH3:11])[OH:23] |f:1.2,3.4|. Procedure details: A solution of 2.0 g of 2-(4-methyl-2,6-dinitroanilino)propionyl chloride, prepared as in Example 1, in 50 ml of methylene chloride was added dropwise to a stirred solution of 2.0 g of N-methylhydroxylamine hydrochloride and 6.0 g of sodium acetate in 50 ml of water at 0°-5° C. The mixture was stirred for 2 hours, after which the organic layer was spearated, dried and evaporated to dryness. The yellow residue was recrystallised from benzene to give 3, m.p.: 171°-172° C. Starting materials: CC(C)(C)OC(=O)CC(=O)COCc1ccccc1, CO, [Pd]. The product is CC(C)(C)OC(=O)CC(=O)CO. RXN SMILES: [CH2:1]([c:2]1[cH:3][cH:4][cH:5][cH:6][cH:7]1)[O:8][CH2:9][C:10]([CH2:11][C:12](=[O:13])[O:14][C:15]([CH3:16])([CH3:17])[CH3:18])=[O:19].[CH3:20][OH:21].[Pd:22]>>[OH:8][CH2:9][C:10]([CH2:11][C:12](=[O:13])[O:14][C:15]([CH3:16])([CH3:17])[CH3:18])=[O:19]. Reactants: CC(C(C(=O)O)N1SC2=C(C1=O)C=CC=C2)CC (3-methyl-2-(3-oxo-3H-benzo[d]isothiazol-2-yl)pentanoic acid), C(C)(=O)N[C@@H](CS)C(=O)O (N-acetyl-L-cysteine). The solvent is CO (methanol). Reaction conditions: time 18 hour. Product: C(C)(=O)NS(SC1=C(C(=O)NC(C(=O)O)C(CC)C)C=CC=C1)CCC(=O)O (2-[2-(2-Acetylamino-2-carboxyethyldisulfanyl) benzoylamino]-3-methyl-pentanoic acid). Reaction SMILES: [CH3:1][CH:2]([CH2:17][CH3:18])[CH:3]([N:7]1[C:11](=[O:12])[C:10]2[CH:13]=[CH:14][CH:15]=[CH:16][C:9]=2[S:8]1)[C:4]([OH:6])=[O:5].C(N[C@H:23]([C:26]([OH:28])=[O:27])[CH2:24][SH:25])(=O)C>CO>[C:11]([NH:7][SH:25]([CH2:24][CH2:23][C:26]([OH:28])=[O:27])[S:8][C:9]1[CH:16]=[CH:15][CH:14]=[CH:13][C:10]=1[C:11]([NH:7][CH:3]([CH:2]([CH3:1])[CH2:17][CH3:18])[C:4]([OH:6])=[O:5])=[O:12])(=[O:12])[CH3:10]. Reported procedure: A solution of 0.58 g (2.2 mmol) of [S-(R*,R*)]-3-methyl-2-(3-oxo-3H-benzo[d]isothiazol-2-yl)pentanoic acid in 20 mL of methanol was treated with 0.36 g (2.2 mmol) of N-acetyl-L-cysteine and the reaction was stirred at room temperature for 18 hours. The solvent was removed in vacuo and the residue was triturated with 100 mL of 60° C. water. The water was decanted and the solid was dissolved in 50 mL of ethyl acetate. The organic solution was dried (MgSO4), filtered and evaporated in vacuo to give... Reactants: C(CCC)C=1N(C(=CN1)C=O)CC1=C(C=CC=C1)Cl (2-n-butyl-1-(2-chlorophenyl)methyl-1H-imidazole-5-carboxaldehyde), C[Li] (methyl lithium). Solvent: O1CCCC1 (tetrahydrofuran). Conditions: temperature -78 celsius, time 1.5 hour. The product is C(CCC)C=1N(C(=CN1)C(C)O)CC1=C(C=CC=C1)Cl (2-n-butyl-1-(2-chlorophenyl)methyl-5-(a-hydroxy)ethyl-1H-imidazole). The yield is 92.0%. RXN SMILES: [CH2:1]([C:5]1[N:6]([CH2:12][C:13]2[CH:18]=[CH:17][CH:16]=[CH:15][C:14]=2[Cl:19])[C:7]([CH:10]=[O:11])=[CH:8][N:9]=1)[CH2:2][CH2:3][CH3:4].[CH3:20][Li]>O1CCCC1>[CH2:1]([C:5]1[N:6]([CH2:12][C:13]2[CH:18]=[CH:17][CH:16]=[CH:15][C:14]=2[Cl:19])[C:7]([CH:10]([OH:11])[CH3:20])=[CH:8][N:9]=1)[CH2:2][CH2:3][CH3:4]. Reported procedure: A solution of 2-n-butyl-1-(2-chlorophenyl)methyl-1H-imidazole-5-carboxaldehyde (1.1 g, 3.97 mmol) was dissolved in dry tetrahydrofuran (15 mL), cooled to -78° C. under argon, and a solution of methyl lithium (3.64 mL of 1.2M in diethyl ether, 4.57 mmol) was added dropwise. The mixture was stirred for 1.5 hours, quenched with ammonium chloride solution, warmed to ambient temperature and extracted with ethyl acetate. The washed, dried, concentrated product was flash chromatographed over silica gel...